Dataset: the Open Reaction Database (ORD), a public repository of structured organic reaction records. Task: describe an organic reaction: reactants, conditions, products, and yield The reactants are C(C=C)(=O)OCC (Ethyl acrylate), CC=1C(=NNC1N)C=1C=NC=CC1 (4-methyl-3-(pyridin-3-yl)-1H-pyrazol-5-amine). Solvent: N1=CC=CC=C1 (pyridine), O (water). Yields the product CC=1C(=NN2C1NC(CC2)=O)C=2C=NC=CC2 (3-methyl-2-(pyridin-3-yl)-6,7-dihydropyrazolo[1,5-a]pyrimidin-5(4H)-one). Reaction SMILES: [C:1]([O:5]CC)(=O)[CH:2]=[CH2:3].[CH3:8][C:9]1[C:10]([C:15]2[CH:16]=[N:17][CH:18]=[CH:19][CH:20]=2)=[N:11][NH:12][C:13]=1[NH2:14]>N1C=CC=CC=1.O>[CH3:8][C:9]1[C:10]([C:15]2[CH:16]=[N:17][CH:18]=[CH:19][CH:20]=2)=[N:11][N:12]2[CH2:3][CH2:2][C:1](=[O:5])[NH:14][C:13]=12. Procedure: Ethyl acrylate (0.5 mL) was added to a solution of 4-methyl-3-(pyridin-3-yl)-1H-pyrazol-5-amine (300 mg, 1.72 mmol) in pyridine (4 mL) and water (1 mL) and the resulting mixture heated to reflux overnight. After cooling to rt, the solvent was removed in vacuo and the residue re-crystallized from MeOH to give the desired product: MS (m/z): 229.1 [M+H]+, 1HNMR (400 MHz, CD3OD) δ 8.80 (d, 1 H, J=1.2 Hz), 8.53 (dd, 1 H, J=1.2 Hz, J=4.8 Hz), 8.07-8.09 (m, 1 H), 7.52 (dd, 1 H, J=4.8 Hz, J=8.0 Hz), 4.3... Starting materials: [Br-], CC(C)[Mg+], O=Cc1ccccc1, [Cl-], Cc1ccccc1-c1cc(I)ncc1C(=O)N(C)Cc1cc(C(F)(F)F)cc(C(F)(F)F)c1, [NH4+], C1CCOC1, O. Yields the product Cc1ccccc1-c1cc(C(O)c2ccccc2)ncc1C(=O)N(C)Cc1cc(C(F)(F)F)cc(C(F)(F)F)c1. As a reaction SMILES: [Br-:1].[CH:2]([Mg+:3])([CH3:4])[CH3:5].[CH:39](=[O:40])[c:41]1[cH:42][cH:43][cH:44][cH:45][cH:46]1.[Cl-:47].[F:6][C:7]([c:8]1[cH:9][c:10]([CH2:11][N:12]([C:13]([c:14]2[cH:15][n:16][c:17]([I:27])[cH:18][c:19]2-[c:20]2[c:21]([CH3:26])[cH:22][cH:23][cH:24][cH:25]2)=[O:28])[CH3:29])[cH:30][c:31]([C:33]([F:34])([F:35])[F:36])[cH:32]1)([F:37])[F:38].[NH4+:48].[O:49]1[CH2:50][CH2:51][CH2:52][CH2:53]1.[OH2:54]>>[F:6][C:7]([c:8]1[cH:9][c:10]([CH2:11][N:12]([C:13]([c:14]2[cH:15][n:16][c:17]([CH:39]([OH:40])[c:41]3[cH:42][cH:43][cH:44][cH:45][cH:46]3)[cH:18][c:19]2-[c:20]2[c:21]([CH3:26])[cH:22][cH:23][cH:24][cH:25]2)=[O:28])[CH3:29])[cH:30][c:31]([C:33]([F:34])([F:35])[F:36])[cH:32]1)([F:37])[F:38]. The reactants are C(C)(=O)N1C(C(C2=CC=C(C=C12)C(=O)OCC)=C(C1=CC=CC=C1)OCC)=O (1-acetyl-3-(1-ethoxy-1-phenylmethylene)-6-ethoxycarbonyl-2-indolinone), CN(CCC1=CC=C(N)C=C1)C (4-(2-dimethylamino-ethyl)-aniline). Product: CN(CCC1=CC=C(N\C(\C2=CC=CC=C2)=C\2/C(NC3=CC(=CC=C23)C(=O)OCC)=O)C=C1)C (3-Z-[1-(4-(2-dimethylamino-ethyl)-anilino)-1-phenyl-methylene]-6-ethoxycarbonyl-2-indolinone). As a reaction SMILES: C([N:4]1[C:12]2[C:7](=[CH:8][CH:9]=[C:10]([C:13]([O:15][CH2:16][CH3:17])=[O:14])[CH:11]=2)[C:6](=[C:18](OCC)[C:19]2[CH:24]=[CH:23][CH:22]=[CH:21][CH:20]=2)[C:5]1=[O:28])(=O)C.[CH3:29][N:30]([CH3:40])[CH2:31][CH2:32][C:33]1[CH:39]=[CH:38][C:36]([NH2:37])=[CH:35][CH:34]=1>>[CH3:40][N:30]([CH3:29])[CH2:31][CH2:32][C:33]1[CH:34]=[CH:35][C:36]([NH:37]/[C:18](=[C:6]2\[C:5](=[O:28])[NH:4][C:12]3[C:7]\2=[CH:8][CH:9]=[C:10]([C:13]([O:15][CH2:16][CH3:17])=[O:14])[CH:11]=3)/[C:19]2[CH:20]=[CH:21][CH:22]=[CH:23][CH:24]=2)=[CH:38][CH:39]=1. Reported procedure: Prepared from 1-acetyl-3-(1-ethoxy-1-phenylmethylene)-6-ethoxycarbonyl-2-indolinone and 4-(2-dimethylamino-ethyl)-aniline Rf value: 0.2 (silica gel, methylene chloride/ethanol=5:1) C28H29N3O3 Reactants: BrC=1C(C2=CC(=CC=C2C1C1=CC(=CC(=C1)F)F)OCCC1CCN(CC1)C(=O)OC(C)(C)C)=O (t-Butyl 4-(2-(2-bromo-3-(3,5-difluorophenyl)-1-oxo-1H-inden-6-yloxy)ethyl)piperidine-1-carboxylate), C(=O)(C(F)(F)F)O (TFA), [OH-].[Na+] (NaOH). Solvent: C(Cl)Cl (CH2Cl2), C(Cl)Cl (CH2Cl2). Conditions: time 1 hour. Product: N1CCC(CC1)CCOC1=CC=C2C(=C(C(C2=C1)=O)Br)C1=CC(=CC(=C1)F)F (6-(2-(Piperidin-4-yl)ethoxy)-2-bromo-3-(3,5-difluorophenyl)-1H-inden-1-one). Yield: 99.0%. Reaction SMILES: [Br:1][C:2]1[C:3](=[O:35])[C:4]2[C:9]([C:10]=1[C:11]1[CH:16]=[C:15]([F:17])[CH:14]=[C:13]([F:18])[CH:12]=1)=[CH:8][CH:7]=[C:6]([O:19][CH2:20][CH2:21][CH:22]1[CH2:27][CH2:26][N:25](C(OC(C)(C)C)=O)[CH2:24][CH2:23]1)[CH:5]=2.C(O)(C(F)(F)F)=O.[OH-].[Na+]>C(Cl)Cl>[NH:25]1[CH2:26][CH2:27][CH:22]([CH2:21][CH2:20][O:19][C:6]2[CH:5]=[C:4]3[C:9]([C:10]([C:11]4[CH:12]=[C:13]([F:18])[CH:14]=[C:15]([F:17])[CH:16]=4)=[C:2]([Br:1])[C:3]3=[O:35])=[CH:8][CH:7]=2)[CH2:23][CH2:24]1 |f:2.3|. Reported procedure: To a solution of t-Butyl 4-(2-(2-bromo-3-(3,5-difluorophenyl)-1-oxo-1H-inden-6-yloxy)ethyl)piperidine-1-carboxylate (700 mg, 1.4 mmol) obtained in Step 1 in CH2Cl2 was added TFA (20 eq, 27 mmol). The solution was stirred for 1 h at room temperature and diluted with CH2Cl2. The mixture was basicified to with 3N aq. NaOH. The organic layer was washed with H2O and brine, dried over MgSO4, and concentrated to obtain the title compound (99%). The reactants are [Al+3], C1CCOC1, CCOC(C)=O, [H-], [H-], [H-], [H-], [Li+], [Na+], [Na+], O=S(=O)([O-])[O-], CCOC(=O)CCCCc1ccc2c(c1)OCCO2. Yields the product OCCCCCc1ccc2c(c1)OCCO2. As a reaction SMILES: [Al+3:2].[CH2:39]1[O:40][CH2:41][CH2:42][CH2:43]1.[CH3:33][CH2:34][O:35][C:36](=[O:37])[CH3:38].[H-:1].[H-:4].[H-:5].[H-:6].[Li+:3].[Na+:26].[Na+:27].[O-:28][S:29](=[O:30])(=[O:31])[O-:32].[O:7]1[CH2:8][CH2:9][O:10][c:11]2[c:12]1[cH:13][cH:14][c:15]([CH2:17][CH2:18][CH2:19][CH2:20][C:21](=[O:22])[O:23][CH2:24][CH3:25])[cH:16]2>>[O:7]1[CH2:8][CH2:9][O:10][c:11]2[c:12]1[cH:13][cH:14][c:15]([CH2:17][CH2:18][CH2:19][CH2:20][CH2:21][OH:22])[cH:16]2.